The task is: describe an organic reaction: reactants, conditions, products, and yield. This data is from the Open Reaction Database (ORD), a public repository of structured organic reaction records. Reactants: O=C([O-])[O-], CCOC(Cc1ccc(O)cc1C)C(=O)OC, COc1cc(C=O)cc(OC)c1, COc1cc(OC)cc(-c2nc(CCl)c(C)o2)c1, [Cs+], [Cs+], [I-], [K+], O=P(Cl)(Cl)Cl. Yields the product CCOC(Cc1ccc(OCc2nc(-c3cc(OC)cc(OC)c3)oc2C)cc1C)C(=O)OC. RXN SMILES: [C:53](=[O:54])([O-:55])[O-:56].[CH3:1][O:2][C:3]([CH:4]([CH2:5][c:6]1[c:7]([CH3:13])[cH:8][c:9]([OH:12])[cH:10][cH:11]1)[O:14][CH2:15][CH3:16])=[O:17].[CH3:36][O:37][c:38]1[cH:39][c:40]([CH:46]=[O:47])[cH:41][c:42]([O:43][CH3:44])[cH:45]1.[Cl:18][CH2:19][c:20]1[n:21][c:22](-[c:26]2[cH:27][c:28]([O:34][CH3:35])[cH:29][c:30]([O:32][CH3:33])[cH:31]2)[o:23][c:24]1[CH3:25].[Cs+:57].[Cs+:58].[I-:60].[K+:59].[P:48]([Cl:49])([Cl:50])([Cl:51])=[O:52]>>[CH3:1][O:2][C:3]([CH:4]([CH2:5][c:6]1[c:7]([CH3:13])[cH:8][c:9]([O:12][CH2:19][c:20]2[n:21][c:22](-[c:26]3[cH:27][c:28]([O:34][CH3:35])[cH:29][c:30]([O:32][CH3:33])[cH:31]3)[o:23][c:24]2[CH3:25])[cH:10][cH:11]1)[O:14][CH2:15][CH3:16])=[O:17]. The solvent is CN(C=O)C (N,N-dimethylformamide), O (water). Reaction conditions: time 1 hour. Procedure details: A stirred suspension of 5-chloropyrimidin-2-one (522 mg), 2-chloromethyl benzothiophene (910 mg), anhydrous sodium carbonate (850 mg) and benzyltrimethylammonium chloride (15 mg) in dry N,N-dimethylformamide (15 ml) was stirred at room temperature for 1 h and then at 80° C. for 45 min. The reaction mixture was then diluted with water (25 ml) and extracted with ethyl acetate (75 ml, 2×25 ml). The combined extracts were washed with water (2×50 ml), dried (MgSO4) and evaporated to a pale yellow sol... RXN SMILES: [Cl:1][C:2]1[CH:3]=[N:4][C:5](=[O:8])[NH:6][CH:7]=1.ClC[C:11]1[S:12][C:13]2[CH:19]=[CH:18][CH:17]=[CH:16][C:14]=2[CH:15]=1.[C:20](=O)([O-])[O-].[Na+].[Na+]>[Cl-].C([N+](C)(C)C)C1C=CC=CC=1.CN(C)C=O.O>[Cl:1][C:2]1[CH:3]=[N:4][C:5](=[O:8])[N:6]([CH2:20][C:15]2[C:14]3[CH:16]=[CH:17][CH:18]=[CH:19][C:13]=3[S:12][CH:11]=2)[CH:7]=1 |f:2.3.4,5.6|. The reactants are ClC=1C=NC(NC1)=O (5-chloropyrimidin-2-one), ClCC=1SC2=C(C1)C=CC=C2 (2-chloromethyl benzothiophene), C([O-])([O-])=O.[Na+].[Na+] (sodium carbonate). Product: ClC=1C=NC(N(C1)CC=1C2=C(SC1)C=CC=C2)=O (5-Chloro-1-(benzo[b]thien-3-ylmethyl)pyrimidin-2-one). Reagents/catalysts: [Cl-].C(C1=CC=CC=C1)[N+](C)(C)C (benzyltrimethylammonium chloride). Isolated yield 68.7%. The reactants are Br.C(C1=CC=CC=C1)C1N(CCCC1)CCCCCOC1=CC=CC=C1 (2-Benzyl-1-(5-phenoxypentyl)piperidine hydrobromide), Cl.C(C1=CC=CC=C1)C1NCCCC1 (2-benzylpiperidine hydrochloride), C(=O)([O-])[O-].[K+].[K+] (K2CO3), amine. Run in CC#N (CH3CN). The product is BrCCCCCOC1=CC=CC=C1 (1-bromo-5-phenoxypentane). Reaction SMILES: [BrH:1].C(C1CCCCN1[CH2:15][CH2:16][CH2:17][CH2:18][CH2:19][O:20][C:21]1[CH:26]=[CH:25][CH:24]=[CH:23][CH:22]=1)C1C=CC=CC=1.Cl.C(C1CCCCN1)C1C=CC=CC=1.C([O-])([O-])=O.[K+].[K+]>CC#N>[Br:1][CH2:15][CH2:16][CH2:17][CH2:18][CH2:19][O:20][C:21]1[CH:26]=[CH:25][CH:24]=[CH:23][CH:22]=1 |f:0.1,2.3,4.5.6|. Procedure details: 2-Benzyl-1-(5-phenoxypentyl)piperidine hydrobromide. From a mixture of 2-benzylpiperidine hydrochloride (500 mg, 2.36 mmol), K2CO3 (652 mg, 4.72 mmol, ) and 1-bromo-5-phenoxypentane (860 mg, 3.54 mmol) in CH3CN (25 mL) there was obtained the free amine as a clear amber oil; (568 mg, 71%); 1H NMR (CDCl3), 1.15-1.90 (m, 12H), 2.29-2.89 (m, 6H), 3.08 (dd, J1=12.6 Hz, J2=3.3 Hz, 1H), 3.97 (t, J=6.3 Hz, 2H), 6.85-7.33 (m, 10H). Reactants: O=C([O-])O, CC[N+](CC)(CC)Cc1ccccc1, [Cl-], [Na+], Oc1nc(-c2ccc(C(F)(F)F)cc2)cc2nc(CN3CCOCC3)nn12, O=P(Cl)(Cl)Cl. Yields the product FC(F)(F)c1ccc(-c2cc3nc(CN4CCOCC4)nn3c(Cl)n2)cc1. Reaction SMILES: [C:28](=[O:29])([OH:30])[O-:31].[CH2:39]([N+:40]([CH2:41][CH3:42])([CH2:43][CH3:44])[CH2:45][CH3:46])[c:47]1[cH:48][cH:49][cH:50][cH:51][cH:52]1.[Cl-:38].[Na+:32].[O:1]1[CH2:2][CH2:3][N:4]([CH2:7][c:8]2[n:9][n:10]3[c:11]([OH:27])[n:12][c:13](-[c:17]4[cH:18][cH:19][c:20]([C:23]([F:24])([F:25])[F:26])[cH:21][cH:22]4)[cH:14][c:15]3[n:16]2)[CH2:5][CH2:6]1.[P:33]([Cl:34])([Cl:35])([Cl:36])=[O:37]>>[O:1]1[CH2:2][CH2:3][N:4]([CH2:7][c:8]2[n:9][n:10]3[c:11]([Cl:35])[n:12][c:13](-[c:17]4[cH:18][cH:19][c:20]([C:23]([F:24])([F:25])[F:26])[cH:21][cH:22]4)[cH:14][c:15]3[n:16]2)[CH2:5][CH2:6]1. Reactants: C(C)(=O)OCC (ethyl acetate), COC(=O)C1C(C2=CC=CC(=C2CC1)OC)=O (2-methoxycarbonyl-5-methoxy-1-oxo-1,2,3,4-tetrahydronaphthalene), [H-].[Na+] (NaH), CI (methyl iodide). Run in O (water), O1CCCC1 (tetrahydrofuran). Conditions: time 1 hour. Product: CC1(C(C2=CC=CC(=C2CC1)OC)=O)C(=O)OC (2-methyl-2-methoxycarbonyl-5-methoxy-1-oxo-1,2,3,4-tetrahydronaphthalene). Reaction SMILES: [CH3:1][O:2][C:3]([CH:5]1[CH2:14][CH2:13][C:12]2[C:7](=[CH:8][CH:9]=[CH:10][C:11]=2[O:15][CH3:16])[C:6]1=[O:17])=[O:4].[H-].[Na+].CI.[C:22](OCC)(=O)C>O1CCCC1.O>[CH3:22][C:5]1([C:3]([O:2][CH3:1])=[O:4])[CH2:14][CH2:13][C:12]2[C:7](=[CH:8][CH:9]=[CH:10][C:11]=2[O:15][CH3:16])[C:6]1=[O:17] |f:1.2|. Reported procedure: To a solution of 2-methoxycarbonyl-5-methoxy-1-oxo-1,2,3,4-tetrahydronaphthalene (3.9 g) in tetrahydrofuran (50 ml) were added NaH (0.73 g, 60% in oil) and then methyl iodide (3 ml) at 0° C. under N2. After being stirred for 1 hour at room temperature, the solution was poured into a mixture of ethyl acetate and water. The organic layer was washed with 1N--HCl solution, sat. NaHCO3, and brine, dried over MgSO4, and evaporated in vacuo. The residue was purified by chromatography on silica gel to a... The reactants are COC1=CC=C(CNC2=C(C=C(C(=N2)C(=O)N2CCC(CC2)N2CCCC2)C)C2=CC(=CC=C2)C(F)(F)F)C=C1 ([6-(4-Methoxy-benzylamino)-3-methyl-5-(3-trifluoromethyl-phenyl)-pyridin-2-yl]-(4-pyrrolidin-1-yl-piperidin-1-yl)-methanone), FC(C(=O)O)(F)F (trifluoroacetic acid), C([O-])([O-])=O.[Na+].[Na+] (sodium carbonate). Run in C(Cl)Cl (CH2Cl2). Conditions: time 2 hour. The product is NC1=C(C=C(C(=N1)C(=O)N1CCC(CC1)N1CCCC1)C)C1=CC(=CC=C1)C(F)(F)F ([6-Amino-3-methyl-5-(3-trifluoromethyl-phenyl)-pyridin-2-yl]-(4-pyrrolidin-1-yl-piperidin-1-yl)-methanone). The yield is 89.1%. As a reaction SMILES: COC1C=CC(C[NH:8][C:9]2[N:14]=[C:13]([C:15]([N:17]3[CH2:22][CH2:21][CH:20]([N:23]4[CH2:27][CH2:26][CH2:25][CH2:24]4)[CH2:19][CH2:18]3)=[O:16])[C:12]([CH3:28])=[CH:11][C:10]=2[C:29]2[CH:34]=[CH:33][CH:32]=[C:31]([C:35]([F:38])([F:37])[F:36])[CH:30]=2)=CC=1.FC(F)(F)C(O)=O.C(=O)([O-])[O-].[Na+].[Na+]>C(Cl)Cl>[NH2:8][C:9]1[N:14]=[C:13]([C:15]([N:17]2[CH2:22][CH2:21][CH:20]([N:23]3[CH2:24][CH2:25][CH2:26][CH2:27]3)[CH2:19][CH2:18]2)=[O:16])[C:12]([CH3:28])=[CH:11][C:10]=1[C:29]1[CH:34]=[CH:33][CH:32]=[C:31]([C:35]([F:38])([F:37])[F:36])[CH:30]=1 |f:2.3.4|. Procedure: To a solution of 1.48 g (2.7 mmol) of [6-(4-methoxy-benzylamino)-3-methyl-5-(3-trifluoromethyl-phenyl)-pyridin-2-yl]-(4-pyrrolidin-1-yl-piperidin-1-yl)-methanone (example 6) in 75 ml of CH2Cl2 was added 12.2 ml=18.2 g (160 mmol) of trifluoroacetic acid and the reaction mixture was subsequently heated up to reflux. After two hours, it was poured into crashed ice, the pH was adjusted to 8-9 with sodium carbonate solution and it was extracted twice with CH2Cl2; the organic phases were washed with w... Reactants: OC1=NC2=CC=CC(=C2C(=N1)N(C(=O)OCC)N)OC (ethyl 2-hydroxy-5-methoxy-quinazolin-4-yl-carbazate), ice water, CN(C=O)C (dimethylformamide). Yields the product COC=1C=2C=3N(C(NC2C=CC1)=O)C(NN3)=O (10-Methoxy-2,3,5,6-tetrahydro-1,2,4-triazolo[4,3-c]quinazoline-3,5-dione). RXN SMILES: [OH:1][C:2]1[N:11]=[C:10]([N:12]([NH2:18])C(OCC)=O)[C:9]2[C:4](=[CH:5][CH:6]=[CH:7][C:8]=2[O:19][CH3:20])[N:3]=1.CN(C)[CH:23]=[O:24]>>[CH3:20][O:19][C:8]1[C:9]2[C:10]3[N:11]([C:23](=[O:24])[NH:18][N:12]=3)[C:2](=[O:1])[NH:3][C:4]=2[CH:5]=[CH:6][CH:7]=1. Procedure details: 2.4 g (0.0086 mol) of ethyl 2-hydroxy-5-methoxy-quinazolin-4-yl-carbazate in 50 ml of dimethylformamide were boiled under reflux for 3 hrs. The reaction mixture was cooled to room temperature and then poured on to ice-water. The precipitate was filtered off, washed with methanol and dried in a vacuum. There were obtained white crystals which were recrystallized from dimethylformamide. Yield: 0.32 g (16%) of 10-methoxy-2,3,5,6-tetrahydro-1,2,4-triazolo[4,3-c]quinazoline-3,5-dione as white crystal... The reactants are CC(=O)OCc1c(Br)cc(F)cc1Br, O=C([O-])[O-], CC1(C)Cc2sc3c(c2C1)CCNC3=O, [Cs+], [Cs+], C1COCCO1, O=C(C=Cc1ccccc1)C=Cc1ccccc1, O=C(C=Cc1ccccc1)C=Cc1ccccc1, O=C(C=Cc1ccccc1)C=Cc1ccccc1, [Pd], [Pd]. The product is CC(=O)OCc1c(Br)cc(F)cc1N1CCc2c(sc3c2CC(C)(C)C3)C1=O. RXN SMILES: [C:16]([CH3:17])(=[O:18])[O:19][CH2:20][c:21]1[c:22]([Br:29])[cH:23][c:24]([F:28])[cH:25][c:26]1[Br:27].[C:30](=[O:31])([O-:32])[O-:33].[CH3:1][C:2]1([CH3:15])[CH2:3][c:4]2[c:5]([c:6]3[c:7]([s:13]2)[C:8](=[O:12])[NH:9][CH2:10][CH2:11]3)[CH2:14]1.[Cs+:34].[Cs+:35].[O:36]1[CH2:37][CH2:38][O:39][CH2:40][CH2:41]1.[O:44]=[C:45]([CH:46]=[CH:47][c:48]1[cH:49][cH:50][cH:51][cH:52][cH:53]1)[CH:54]=[CH:55][c:56]1[cH:57][cH:58][cH:59][cH:60][cH:61]1.[O:62]=[C:63]([CH:64]=[CH:65][c:66]1[cH:67][cH:68][cH:69][cH:70][cH:71]1)[CH:72]=[CH:73][c:74]1[cH:75][cH:76][cH:77][cH:78][cH:79]1.[O:80]=[C:81]([CH:82]=[CH:83][c:84]1[cH:85][cH:86][cH:87][cH:88][cH:89]1)[CH:90]=[CH:91][c:92]1[cH:93][cH:94][cH:95][cH:96][cH:97]1.[Pd:42].[Pd:43]>>[CH3:1][C:2]1([CH3:15])[CH2:3][c:4]2[c:5]([c:6]3[c:7]([s:13]2)[C:8](=[O:12])[N:9]([c:22]2[c:21]([CH2:20][O:19][C:16]([CH3:17])=[O:18])[c:26]([Br:27])[cH:25][c:24]([F:28])[cH:23]2)[CH2:10][CH2:11]3)[CH2:14]1. The reactants are CS(=O)(=O)OC=1C(=NC=C(C1)C1=CC=CC=C1)C (3-methylsulfonyloxy-methyl-5-phenyl-pyridine), C1(=CC=CC=C1)C=1CCNCC1 (4- phenyl-1,2,3,6-tetrahydropyridine), C(C)#N (acetonitrile). The product is C1(=CC=CC=C1)C=1CCN(CC1)CC=1C=NC=C(C1)C1=CC=CC=C1 (3-(4-phenyl-1,2,3,6 -tetrahydropyridyl-methyl)-5-phenyl-pyridine). RXN SMILES: CS(O[C:6]1[C:7](C)=[N:8][CH:9]=[C:10]([C:12]2[CH:17]=[CH:16][CH:15]=[CH:14][CH:13]=2)[CH:11]=1)(=O)=O.[C:19]1([C:25]2[CH2:26][CH2:27][NH:28][CH2:29][CH:30]=2)[CH:24]=[CH:23][CH:22]=[CH:21][CH:20]=1.[C:31](#N)C>>[C:19]1([C:25]2[CH2:30][CH2:29][N:28]([CH2:31][C:6]3[CH:7]=[N:8][CH:9]=[C:10]([C:12]4[CH:13]=[CH:14][CH:15]=[CH:16][CH:17]=4)[CH:11]=3)[CH2:27][CH:26]=2)[CH:24]=[CH:23][CH:22]=[CH:21][CH:20]=1. Procedure: A solution of 26.3 g of 3-methylsulfonyloxy-methyl-5-phenyl-pyridine (obtainable by reduction of 5-phenyl- pyridine-3-carboxylic acid with LiAlH4 to give 3-hydroxy- methyl-5-phenyl-pyridine and mesylation) and 16 g of 4- phenyl-1,2,3,6-tetrahydropyridine in 100 ml of acetonitrile is stirred at 20° for 12 hours and worked up in the customary manner to give 3-(4-phenyl-1,2,3,6 -tetrahydropyridyl-methyl)-5-phenyl-pyridine ("P"), melting point: 80°-82°. Dihydrochloride, melting point: 218°-220°.